From a dataset of the Open Reaction Database (ORD), a public repository of structured organic reaction records. describe an organic reaction: reactants, conditions, products, and yield Starting materials: CC(CC(C)=O)=O (2,4-pentanedione), [H-].[Na+] (sodium hydride), Cl.C1(CCCC1)C(C)NC1=CC=C(C(=O)Cl)C=C1 (4-(1-cyclopentylethylamino)-benzoyl chloride hydrochloride). Run in COCCOC (1,2-dimethoxyethane), COCCOC (1,2-dimethoxyethane), COCCOC (1,2-dimethoxyethane). Reaction conditions: time 12 hour. Product: C1(CCCC1)C(C)NC1=CC=C(C(=O)C(C(C)=O)C(C)=O)C=C1 (3-[4'-(1-cyclopentylethylamino)benzoyl]-2,4-pentanedione). Reaction SMILES: [CH3:1][C:2](=[O:7])[CH2:3][C:4](=[O:6])[CH3:5].[H-].[Na+].Cl.[CH:11]1([CH:16]([NH:18][C:19]2[CH:27]=[CH:26][C:22]([C:23](Cl)=[O:24])=[CH:21][CH:20]=2)[CH3:17])[CH2:15][CH2:14][CH2:13][CH2:12]1>COCCOC>[CH:11]1([CH:16]([NH:18][C:19]2[CH:27]=[CH:26][C:22]([C:23]([CH:3]([C:2](=[O:7])[CH3:1])[C:4](=[O:6])[CH3:5])=[O:24])=[CH:21][CH:20]=2)[CH3:17])[CH2:15][CH2:14][CH2:13][CH2:12]1 |f:1.2,3.4|. Reported procedure: A solution of 28.4 g. of 2,4-pentanedione and 20 ml. of 1,2-dimethoxyethane is added to a suspension of 13.6 g. of sodium hydride in 220 ml. of 1,2-dimethoxyethane under argon. A solution of 28.7 g. of 4-(1-cyclopentylethylamino)-benzoyl chloride hydrochloride in 1,2-dimethoxyethane is then added. The reaction mixture is stirred at room temperature for 12 hours, cooled, poured on ice and extracted with ether. The ether solution is washed with water and saturated sodium chloride solution, dried o...